The task is: describe an organic reaction: reactants, conditions, products, and yield. This data is from the Open Reaction Database (ORD), a public repository of structured organic reaction records. The reactants are N(N)C1=NC=CC=N1 (2-hydrazinopyrimidine), FC(C(CC(=O)OCC)=O)(F)F (ethyl trifluoroacetoacetate). The solvent is C(C)(=O)O (acetic acid). The product is N1=C(N=CC=C1)N1N=C(C=C1O)C(F)(F)F (1-(2-pyrimidinyl)-3-trifluoromethyl-5-hydroxypyrazole). Isolated yield 33.8%. RXN SMILES: [NH:1]([C:3]1[N:8]=[CH:7][CH:6]=[CH:5][N:4]=1)[NH2:2].[F:9][C:10]([F:20])([F:19])[C:11](=O)[CH2:12][C:13](OCC)=[O:14]>C(O)(=O)C>[N:4]1[CH:5]=[CH:6][CH:7]=[N:8][C:3]=1[N:1]1[C:13]([OH:14])=[CH:12][C:11]([C:10]([F:20])([F:19])[F:9])=[N:2]1. Procedure: A mixture of 2 g (9 mmol) of 2-hydrazinopyrimidine and ethyl trifluoroacetoacetate (2.6 ml; 9.1 mmol) in 10 ml of acetic acid was refluxed for 60 hours with stirring under nitrogen and then cooled. The mixture was concentrated in vacuo, the residue was diluted with 100 ml of water, and the mixture was extracted with ethyl acetate (3×). The combined organic layer was dried over magnesium sulfate, and concentrated in vacuo. The resulting residue was dried in vacuo to afford 700 mg of 1-(2-pyrimidi... Reactants: O1C(=CC2=C1C=CC=C2)C2=NC1=CC=C(C=C1N=C2NC(C)C)C(=O)OC (methyl 2-(1-benzofuran-2-yl)-3-[(propan-2-yl)amino]quinoxaline-6-carboxylate), [OH-].[Na+] (sodium hydroxide), Cl (HCl). Run in O (water), CO (methanol). Conditions: time 8 hour. Yields the product O1C(=CC2=C1C=CC=C2)C2=NC1=CC=C(C=C1N=C2NC(C)C)C(=O)O (2-(1-benzofuran-2-yl)-3-[(propan-2-yl)amino]quinoxaline-6-carboxylic acid). Yield: 51.0%. RXN SMILES: [O:1]1[C:5]2[CH:6]=[CH:7][CH:8]=[CH:9][C:4]=2[CH:3]=[C:2]1[C:10]1[C:19]([NH:20][CH:21]([CH3:23])[CH3:22])=[N:18][C:17]2[C:12](=[CH:13][CH:14]=[C:15]([C:24]([O:26]C)=[O:25])[CH:16]=2)[N:11]=1.[OH-].[Na+].Cl>CO.O>[O:1]1[C:5]2[CH:6]=[CH:7][CH:8]=[CH:9][C:4]=2[CH:3]=[C:2]1[C:10]1[C:19]([NH:20][CH:21]([CH3:23])[CH3:22])=[N:18][C:17]2[C:12](=[CH:13][CH:14]=[C:15]([C:24]([OH:26])=[O:25])[CH:16]=2)[N:11]=1 |f:1.2|. Procedure details: To a solution of methyl 2-(1-benzofuran-2-yl)-3-[(propan-2-yl)amino]quinoxaline-6-carboxylate (60 mg, 0.17 mmol) in methanol (30 mL) was added sodium hydroxide (60 mg, 1.50 mmol). After stirring overnight at room temperature, the reaction mixture was concentrated under reduced pressure to afford a residue, which was dissolved in water (10 mL), adjusted pH to 6 with HCl (3N) and filtered to give 2-(1-benzofuran-2-yl)-3-[(propan-2-yl)amino]quinoxaline-6-carboxylic acid as a light yellow solid (30.... Reactants: O (Water), ClC1=NC(=CC(=N1)Cl)Cl (2,4,6-trichloropyrimidine), NC1=NNC(=C1)C (3-amino-5-methyl-1H-pyrazole), C([O-])([O-])=O.[Na+].[Na+] (sodium carbonate). Solvent: C(C)O (ethanol). Reaction conditions: time 18 hour. Yields the product ClC1=NC(=CC(=N1)NC1=NNC(=C1)C)Cl (2,6-Dichloro-4-(5-methyl-1H-pyrazol-3-ylamino)pyrimidine). Yield: 87.3%. Reaction SMILES: [Cl:1][C:2]1[N:7]=[C:6]([Cl:8])[CH:5]=[C:4](Cl)[N:3]=1.[NH2:10][C:11]1[CH:15]=[C:14]([CH3:16])[NH:13][N:12]=1.C(=O)([O-])[O-].[Na+].[Na+].O>C(O)C>[Cl:1][C:2]1[N:3]=[C:4]([NH:10][C:11]2[CH:15]=[C:14]([CH3:16])[NH:13][N:12]=2)[CH:5]=[C:6]([Cl:8])[N:7]=1 |f:2.3.4|. Procedure: A mixture of 2,4,6-trichloropyrimidine (1.0 g, 5.4 mmol), 3-amino-5-methyl-1H-pyrazole (0.53 g, 5.4 mmol), and sodium carbonate (0.57 g, 5.4 mmol) in ethanol (25 ml) was stirred at ambient temperature for 18 hours. Water was added and the resulting precipitate was collected by filtration washed with water and a small amount of methanol, and dried to give the title compound (1.15 g, 88%) as a colourless crystalline solid. Reactants: CC(C)(C)c1ccc(S(N)(=O)=O)cc1, CS(C)=O, Cc1ccc(-c2c(Cl)ncnc2Cl)cc1, [K], O. The product is Cc1ccc(-c2c(Cl)ncnc2NS(=O)(=O)c2ccc(C(C)(C)C)cc2)cc1. RXN SMILES: [C:17]([CH3:18])([CH3:19])([CH3:20])[c:21]1[cH:22][cH:23][c:24]([S:27](=[O:28])(=[O:29])[NH2:30])[cH:25][cH:26]1.[CH3:32][S:33]([CH3:34])=[O:35].[Cl:1][c:2]1[n:3][cH:4][n:5][c:6]([Cl:15])[c:7]1-[c:8]1[cH:9][cH:10][c:11]([CH3:14])[cH:12][cH:13]1.[K:16].[OH2:31]>>[c:2]1([NH:30][S:27]([c:24]2[cH:23][cH:22][c:21]([C:17]([CH3:18])([CH3:19])[CH3:20])[cH:26][cH:25]2)(=[O:28])=[O:29])[n:3][cH:4][n:5][c:6]([Cl:15])[c:7]1-[c:8]1[cH:9][cH:10][c:11]([CH3:14])[cH:12][cH:13]1.